From a dataset of the Open Reaction Database (ORD), a public repository of structured organic reaction records. describe an organic reaction: reactants, conditions, products, and yield Starting materials: BrCCCCBr, CO, Cc1ccccc1N, [Na+], [Na+], O=C([O-])[O-], O. Reaction SMILES: [Br:15][CH2:16][CH2:17][CH2:18][CH2:19][Br:20].[CH3:21][OH:22].[NH2:1][c:2]1[c:3]([CH3:8])[cH:4][cH:5][cH:6][cH:7]1.[Na+:10].[Na+:9].[O-:11][C:12](=[O:13])[O-:14].[OH2:23]>>[N:1]1([c:2]2[c:3]([CH3:8])[cH:4][cH:5][cH:6][cH:7]2)[CH2:16][CH2:17][CH2:18][CH2:19]1. The product is Cc1ccccc1N1CCCC1. Starting materials: O([Si](C)(C)C(C)(C)C)C1=C(C=CC=C1)C(=O)[C@H]1CN(CCC1)C(=O)OC(C)(C)C ((2-tert-butyldimethylsiloxyphenyl)((R)—N-Boc-piperidin-3-yl)methanone), OC1=C(C=CC=C1)C(=O)[C@H]1CN(CCC1)C(=O)OC(C)(C)C ((2-hydroxyphenyl)((R)—N-Boc-piperidin-3-yl)methanone), CON(C(=O)[C@H]1CN(CCC1)C(=O)OC(C)(C)C)C ((R)-tert-butyl 3-(N-methoxy-N-methylcarbamoyl)piperidine-1-carboxylate), C(C)(C)(C)[Li] (tert-butyllithium), hexanes, crude mixture, COCCCC[Mg]Cl (4-methoxybutylmagnesium chloride), BrC1=C(C=CC=C1)O[Si](C)(C)C(C)(C)C (bromo-2-[(tert-butyl)dimethylsiloxy]benzene), [Cl-].[NH4+] (ammonium chloride). Solvent: CCOCC (Et2O), O1CCCC1 (tetrahydrofuran), C1CCOC1 (THF), CCOCC (Et2O). Reaction conditions: time 30 minute. Product: O[C@@](CCCCOC)([C@H]1CN(CCC1)C(=O)OC(C)(C)C)C1=C(C=CC=C1)O[Si](C)(C)C(C)(C)C (2-((S)-1-hydroxy-5-methoxy-1-((R)—N-Boc-piperidin-3-yl)pentyl)[tertbutyldimethylsiloxy]benzene), O[C@@](CCCCOC)([C@H]1CN(CCC1)C(=O)OC(C)(C)C)C1=C(C=CC=C1)O (2-((S)-1-hydroxy-5-methoxy-1-((R)—N-Boc-piperidin-3-yl)pentyl)phenol). Isolated yield 45.0%. As a reaction SMILES: Br[C:2]1[CH:7]=[CH:6][CH:5]=[CH:4][C:3]=1[O:8][Si](C(C)(C)C)(C)C.C([Li])(C)(C)C.[CH3:21][O:22]N(C)C([C@@H]1CCCN(C(OC(C)(C)C)=O)C1)=O.[Cl-].[NH4+].[O:42]([C:50]1[CH:55]=[CH:54][CH:53]=[CH:52][C:51]=1[C:56]([C@@H:58]1[CH2:63][CH2:62][CH2:61][N:60]([C:64]([O:66][C:67]([CH3:70])([CH3:69])[CH3:68])=[O:65])[CH2:59]1)=[O:57])[Si:43]([C:46]([CH3:49])([CH3:48])[CH3:47])([CH3:45])[CH3:44].OC1C=[CH:76][CH:75]=[CH:74][C:73]=1[C:78]([C@@H:80]1[CH2:85][CH2:84][CH2:83][N:82]([C:86]([O:88][C:89]([CH3:92])([CH3:91])[CH3:90])=[O:87])[CH2:81]1)=[O:79].[CH3:93][O:94][CH2:95][CH2:96][CH2:97][CH2:98][Mg]Cl>CCOCC.O1CCCC1>[OH:57][C@:56]([C:51]1[CH:52]=[CH:53][CH:54]=[CH:55][C:50]=1[O:42][Si:43]([C:46]([CH3:49])([CH3:48])[CH3:47])([CH3:45])[CH3:44])([C@@H:58]1[CH2:63][CH2:62][CH2:61][N:60]([C:64]([O:66][C:67]([CH3:70])([CH3:69])[CH3:68])=[O:65])[CH2:59]1)[CH2:98][CH2:97][CH2:96][CH2:95][O:94][CH3:93].[OH:79][C@:78]([C:2]1[CH:7]=[CH:6][CH:5]=[CH:4][C:3]=1[OH:8])([C@@H:80]1[CH2:85][CH2:84][CH2:83][N:82]([C:86]([O:88][C:89]([CH3:90])([CH3:91])[CH3:92])=[O:87])[CH2:81]1)[CH2:73][CH2:74][CH2:75][CH2:76][O:22][CH3:21] |f:3.4|. Reported procedure: A solution of bromo-2-[(tert-butyl)dimethylsiloxy]benzene (2.1 g, 7.4 mmol) in Et2O (35 mL) was cooled to −78° C. and treated with 1.7 M tert-butyllithium in hexanes (8.6 mL, 15 mmol). The reaction was stirred for 30 min and a solution of (R)-tert-butyl 3-(N-methoxy-N-methylcarbamoyl)piperidine-1-carboxylate (1.0 g, 3.7 mmol) in Et2O was added slowly. The reaction was allowed to stir and warm to rt over a two-hour period. Saturated aq ammonium chloride was added to quench the reaction. The aq ph... Reactants: C(C)(=O)OC(C=CC1=CC=C(C=C1)C1=NC=C(C=C1)O[Si](C)(C)C)C (2-[4-(3-acetoxy-1-butenyl)phenyl]-5-trimethylsilyloxy-pyridine). Reagents/catalysts: [Pd] (palladium). Run in O1CCCC1 (tetrahydrofuran). Product: C(C)(=O)OC(CCC1=CC=C(C=C1)C1=NC=C(C=C1)O[Si](C)(C)C)C (2-[4-(3-acetoxy-1-butyl)phenyl]-5-trimethylsilyloxy-pyridine). Isolated yield 85.2%. As a reaction SMILES: [C:1]([O:4][CH:5]([CH3:25])[CH:6]=[CH:7][C:8]1[CH:13]=[CH:12][C:11]([C:14]2[CH:19]=[CH:18][C:17]([O:20][Si:21]([CH3:24])([CH3:23])[CH3:22])=[CH:16][N:15]=2)=[CH:10][CH:9]=1)(=[O:3])[CH3:2]>[Pd].O1CCCC1>[C:1]([O:4][CH:5]([CH3:25])[CH2:6][CH2:7][C:8]1[CH:13]=[CH:12][C:11]([C:14]2[CH:19]=[CH:18][C:17]([O:20][Si:21]([CH3:24])([CH3:22])[CH3:23])=[CH:16][N:15]=2)=[CH:10][CH:9]=1)(=[O:3])[CH3:2]. Procedure details: 14 g of 2-[4-(3-acetoxy-1-butenyl)phenyl]-5-trimethylsilyloxy-pyridine, 2 g of palladium on active charcaol (10 wt. %) and 200 ml of tetrahydrofuran are hydrogenated in an analogous manner to Example 1(a) to give 12 g of 2-[4-(3-acetoxy-1-butyl)phenyl]-5-trimethylsilyloxy-pyridine. Starting materials: CC(C)(C)OC(=O)N1CCNCC1, Cc1cc(Cl)c2ccc(Cl)cc2n1, ClCCl, O=C(O)C(F)(F)F. Product: Cc1cc(N2CCNCC2)c2ccc(Cl)cc2n1. Reaction SMILES: [C:14]([O:15][C:16](=[O:17])[N:21]1[CH2:22][CH2:23][NH:24][CH2:25][CH2:26]1)([CH3:18])([CH3:19])[CH3:20].[Cl:1][c:2]1[cH:3][c:4]([CH3:13])[n:5][c:6]2[cH:7][c:8]([Cl:12])[cH:9][cH:10][c:11]12.[Cl:34][CH2:35][Cl:36].[OH:27][C:28]([C:29]([F:30])([F:31])[F:32])=[O:33]>>[c:2]1([N:21]2[CH2:22][CH2:23][NH:24][CH2:25][CH2:26]2)[cH:3][c:4]([CH3:13])[n:5][c:6]2[cH:7][c:8]([Cl:12])[cH:9][cH:10][c:11]12.